Dataset: the Open Reaction Database (ORD), a public repository of structured organic reaction records. Task: describe an organic reaction: reactants, conditions, products, and yield Reactants: C(C(C)C)(=O)C1=CC=CC=C1 (isobutyrophenone), C(=O)O (formic acid), C(=O)N (formamide), C(C)OCC (diethyl ether). Run in O (water). Conditions: time 48 hour. Product: CC(C(N)C1=CC=CC=C1)C (2-Methyl-1-phenylpropan-1-amine). Isolated yield 61.0%. RXN SMILES: [C:1]([C:6]1[CH:11]=[CH:10][CH:9]=[CH:8][CH:7]=1)(=O)[CH:2]([CH3:4])[CH3:3].C(O)=O.C(OCC)C.C([NH2:22])=O>O>[CH3:3][CH:2]([CH3:4])[CH:1]([C:6]1[CH:11]=[CH:10][CH:9]=[CH:8][CH:7]=1)[NH2:22]. Procedure: A solution of isobutyrophenone (5.1 mL, 33.7 mmol) and formic acid (1.3 mL, 33.7 mmol) in formamide was stirred at 165-180° C. for 20 h. The mixture was cooled, diluted with water, and extracted with benzene. The benzene was concentrated down and the residue was boiled in 3 M HCl (10 mL) for 48 h. The cooled reaction mixture was added to diethyl ether and extracted with water. The combined water extracts were basified with 20% NaOH, and extracted with dichloromethane. The combined extracts were ... The reactants are C1CCOC1, COC(=O)C(Cc1ccc(OCC=Cc2ccc3c(c2)Cc2ccccc2-3)cc1)Nc1ccccc1C(=O)c1ccccc1, CCO, [Na+], [OH-]. Yields the product O=C(c1ccccc1)c1ccccc1NC(Cc1ccc(OCC=Cc2ccc3c(c2)Cc2ccccc2-3)cc1)C(=O)O. RXN SMILES: [CH2:50]1[O:51][CH2:52][CH2:53][CH2:54]1.[CH3:1][O:2][C:3]([CH:4]([CH2:5][c:6]1[cH:7][cH:8][c:9]([O:12][CH2:13][CH:14]=[CH:15][c:16]2[cH:17][c:18]3[c:26]([cH:27][cH:28]2)-[c:25]2[c:20]([cH:21][cH:22][cH:23][cH:24]2)[CH2:19]3)[cH:10][cH:11]1)[NH:29][c:30]1[c:31]([C:36]([c:37]2[cH:38][cH:39][cH:40][cH:41][cH:42]2)=[O:43])[cH:32][cH:33][cH:34][cH:35]1)=[O:44].[CH3:47][CH2:48][OH:49].[Na+:46].[OH-:45]>>[O:2]=[C:3]([CH:4]([CH2:5][c:6]1[cH:7][cH:8][c:9]([O:12][CH2:13][CH:14]=[CH:15][c:16]2[cH:17][c:18]3[c:26]([cH:27][cH:28]2)-[c:25]2[c:20]([cH:21][cH:22][cH:23][cH:24]2)[CH2:19]3)[cH:10][cH:11]1)[NH:29][c:30]1[c:31]([C:36]([c:37]2[cH:38][cH:39][cH:40][cH:41][cH:42]2)=[O:43])[cH:32][cH:33][cH:34][cH:35]1)[OH:44].